Task: describe an organic reaction: reactants, conditions, products, and yield. Dataset: the Open Reaction Database (ORD), a public repository of structured organic reaction records Reactants: C(=O)C(C(=O)OC)C1=CC(=C(C=C1)OC)OC (Methyl 2-formyl-2-(3,4-dimethoxyphenyl)acetate), Cl.C(=N)N (formamidine hydrochloride), C(C)N(C(C)C)C(C)C (N-ethyldiisopropylamine). Solvent: C(C)O (ethanol). Product: COC=1C=C(C=CC1OC)C=1C(NC=NC1)=O (5-(3,4-dimethoxyphenyl)-4(3H)-pyrimidinone). The yield is 23.0%. Reaction SMILES: [CH:1]([CH:3]([C:8]1[CH:13]=[CH:12][C:11]([O:14][CH3:15])=[C:10]([O:16][CH3:17])[CH:9]=1)[C:4](OC)=O)=[O:2].Cl.[CH:19]([NH2:21])=[NH:20].C(N(C(C)C)C(C)C)C>C(O)C>[CH3:17][O:16][C:10]1[CH:9]=[C:8]([C:3]2[C:1](=[O:2])[NH:21][CH:19]=[N:20][CH:4]=2)[CH:13]=[CH:12][C:11]=1[O:14][CH3:15] |f:1.2|. Procedure details: Methyl 2-formyl-2-(3,4-dimethoxyphenyl)acetate (7.2 g) (30 mmol), 4.8 g (60 mmol) of formamidine hydrochloride and 7.74 g (60 mmol) of N-ethyldiisopropylamine (Hunig base) are stirred in 60 ml of ethanol for 55 hours at 50° C. and subsequently concentrated in a vacuum. The residue is washed several times with diethyl ether and then crystallized using ethanol/diethyl ether. The yellowish product is filtered off under suction, washed with ethanol/diethyl ether and dried in a high vacuum at room te... Starting materials: COC(=O)C=1N=C(SC1C1=CC(=CC=C1)F)Br (2-bromo-5-(3-fluoro-phenyl)-thiazole-4-carboxylic acid methyl ester), CNC (dimethylamine). The product is CN(C=1SC(=C(N1)C(=O)O)C1=CC(=CC=C1)F)C (2-Dimethylamino-5-(3-fluoro-phenyl)-thiazole-4-carboxylic Acid). As a reaction SMILES: C[O:2][C:3]([C:5]1[N:6]=[C:7](Br)[S:8][C:9]=1[C:10]1[CH:15]=[CH:14][CH:13]=[C:12]([F:16])[CH:11]=1)=[O:4].[CH3:18][NH:19][CH3:20]>>[CH3:18][N:19]([CH3:20])[C:7]1[S:8][C:9]([C:10]2[CH:15]=[CH:14][CH:13]=[C:12]([F:16])[CH:11]=2)=[C:5]([C:3]([OH:2])=[O:4])[N:6]=1. Procedure: prepared by reaction of 2-bromo-5-(3-fluoro-phenyl)-thiazole-4-carboxylic acid methyl ester with dimethylamine. LC-MS: tR=0.87 min; [M+H]+=267.0. The reactants are FC1=C(C=C(C(=C1)C1=CC=C2C(=NNC2=C1)C=1NC2=C(CNCC2)N1)CC(F)(F)F)O (2-fluoro-4-[3-(4,5,6,7-tetrahydro-1H-imidazo[4,5-c]pyridin-2-yl)-1H-indazol-6-yl]-5-(2,2,2-trifluoro-ethyl)-phenol), COC1=CC=C(C=O)C=C1 (4-methoxybenzaldehyde). Yields the product FC1=C(C=C(C(=C1)C1=CC=C2C(=NNC2=C1)C1=NC2=C(CCN(C2)CC2=CC=C(C=C2)OC)N1)CC(F)(F)F)O (2-Fluoro-4-{3-[5-(4-methoxy-benzyl)-4,5,6,7-tetrahydro-1H-imidazo[4,5-d]pyridin-2-yl]-1H indazol-6-yl}-5-(2,2,2-trifluoro-ethyl)-phenol). RXN SMILES: [F:1][C:2]1[CH:7]=[C:6]([C:8]2[CH:16]=[C:15]3[C:11]([C:12]([C:17]4[NH:18][C:19]5[CH2:24][CH2:23][NH:22][CH2:21][C:20]=5[N:25]=4)=[N:13][NH:14]3)=[CH:10][CH:9]=2)[C:5]([CH2:26][C:27]([F:30])([F:29])[F:28])=[CH:4][C:3]=1[OH:31].[CH3:32][O:33][C:34]1[CH:41]=[CH:40][C:37]([CH:38]=O)=[CH:36][CH:35]=1>>[F:1][C:2]1[CH:7]=[C:6]([C:8]2[CH:16]=[C:15]3[C:11]([C:12]([C:17]4[NH:18][C:19]5[CH2:24][CH2:23][N:22]([CH2:38][C:37]6[CH:40]=[CH:41][C:34]([O:33][CH3:32])=[CH:35][CH:36]=6)[CH2:21][C:20]=5[N:25]=4)=[N:13][NH:14]3)=[CH:10][CH:9]=2)[C:5]([CH2:26][C:27]([F:28])([F:29])[F:30])=[CH:4][C:3]=1[OH:31]. Procedure details: The title compound was prepared from 2-fluoro-4-[3-(4,5,6,7-tetrahydro-1H-imidazo[4,5-c]pyridin-2-yl)-1H-indazol-6-yl]-5-(2,2,2-trifluoro-ethyl)-phenol (100 mg, 0.21 mmol) and 4-methoxybenzaldehyde (63.1 mg, 0.46 mmol) using the method of Example 51. The crude material was purified initially over silica and finally by Prep TLC (Mobile Phase: 10% MeOH-DCM) to afford the title compound as an off white solid in 22.1% yield, 26 mg. Conditions: time 2 hour. RXN SMILES: [Cl:1][C:2]1[C:7]2[C:8](=[O:23])[N:9]3[CH2:22][CH2:21][CH2:20][C@H:10]3[C:11]3[N:12]([CH:13]=[N:14][C:15]=3[C:16](=[N:18][OH:19])[NH2:17])[C:6]=2[CH:5]=[CH:4][CH:3]=1.[Cl:24][CH2:25][C:26](OC(=O)CCl)=O>CN(C)C=O>[Cl:1][C:2]1[C:7]2[C:8](=[O:23])[N:9]3[CH2:22][CH2:21][CH2:20][C@H:10]3[C:11]3[N:12]([CH:13]=[N:14][C:15]=3[C:16]3[N:17]=[C:26]([CH2:25][Cl:24])[O:19][N:18]=3)[C:6]=2[CH:5]=[CH:4][CH:3]=1. Product: ClC1=CC=CC2=C1C(N1[C@H](C=3N2C=NC3C3=NOC(=N3)CCl)CCC1)=O ((S)-8-chloro-1-(5-chloromethyl-1,2,4-oxadiazol-3-yl)-11,12,13,13a-tetrahydro-9H-imidazo[1,5-a]pyrrolo[2,1-c][1,4]benzodiazepin-9-one). Procedure details: A suspension of 7.07 g (21.3 mmol) of (S)-8-chloro-9-oxo-11,12,13,13a-tetrahydro-9H-imidazo[1,5-a]pyrrolo[2,1-c][1,4]benzodiazepine-1-carboxamidoxime in 50 ml of N,N-dimethylformamide was treated with 4.0 g (23.4 mmol) of chloroacetic anhydride. The yellow solution obtained was stirred at 105° for 2 hrs. and then completely freed from the solvents. The oily product was chromatographed over silica gel with methylene chloride/methanol 9:1 as the eluent and the oily product obtained was recrystalli... Yield: 75.4%. Run in CN(C=O)C (N,N-dimethylformamide). The reactants are ClC1=CC=CC2=C1C(N1[C@H](C=3N2C=NC3C(N)=NO)CCC1)=O ((S)-8-chloro-9-oxo-11,12,13,13a-tetrahydro-9H-imidazo[1,5-a]pyrrolo[2,1-c][1,4]benzodiazepine-1-carboxamidoxime), ClCC(=O)OC(CCl)=O (chloroacetic anhydride).